From a dataset of the Open Reaction Database (ORD), a public repository of structured organic reaction records. describe an organic reaction: reactants, conditions, products, and yield Reactants: [OH-].[K+] (KOH), FC(CO)(C(F)F)F (2,2,3,3-tetrafluoropropanol), FC(C(=C(F)F)F)(F)F (hexafluoropropene), C(F)(F)=C(F)C(F)(F)F (CF2═CFCF3), C(F)(F)C(F)(F)CO (CHF2CF2CH2OH), FF (fluorine). The solvent is O (H2O), CCOCC (ether). The product is C(F)(F)C(F)(F)COC(F)(F)C(F)C(F)(F)F (CHF2CF2CH2OCF2CHFCF3). The yield is 80.0%. Reaction SMILES: [OH-].[K+].[F:3][C:4]([F:10])([CH:7]([F:9])[F:8])[CH2:5][OH:6].[F:11][C:12]([F:19])([F:18])[C:13]([F:17])=[C:14]([F:16])[F:15].FF>CCOCC.O>[CH:7]([C:4]([CH2:5][O:6][C:14]([CH:13]([C:12]([F:19])([F:18])[F:11])[F:17])([F:16])[F:15])([F:10])[F:3])([F:9])[F:8] |f:0.1|. Procedure: Into a 3-liter autoclave were poured 84 g (1.35 mol) of KOH, 800 ml of H2O and 600 g (4.5 mol) of 2,2,3,3-tetrafluoropropanol: CHF2CF2CH2OH. Then, 681 g (4.5 mol) of hexafluoropropene: CF2═CFCF3 was introduced thereto. After completion of the reaction, the reaction solution was separated into two layers, and the lower layer was washed with water three times to separate the solution. After that, refining by distillation was carried out, and 1,015 g (3.6 mol) of a fluorine-containing chain ether (...